Dataset: the Open Reaction Database (ORD), a public repository of structured organic reaction records. Task: describe an organic reaction: reactants, conditions, products, and yield Product: C(C1=CC=CC=C1)OC(=O)N[C@H](C(=O)OC(C)(C)C)CC1=CC=C(C=C1)C1=NC=C(C=N1)C1=CC=C(C=C1)C(C)(C)C ((S)-tert-butyl 2-(((benzyloxy)carbonyl)amino)-3-(4-(5-(4-(tert-butyl)phenyl)pyrimidin-2-yl)phenyl)propanoate). The reactants are C(C)(C)(C)C1=CC=C(C=C1)B(O)O ((4-(tert-butyl)phenyl)boronic acid), C([O-])(O)=O.[Na+] (sodium bicarbonate), N#N (N2), C(C1=CC=CC=C1)OC(=O)N[C@H](C(=O)OC(C)(C)C)CC1=CC=C(C=C1)C1=NC=C(C=N1)Br ((S)-tert-butyl 2-(((benzyloxy)carbonyl)amino)-3-(4-(5-bromopyrimidin-2-yl)phenyl)propanoate). Solvent: C(C)#N (acetonitrile), C1CCOC1 (THF), O (water), CC(OCC)=O (EA). Reaction conditions: temperature 110 celsius. Reaction SMILES: [CH2:1]([O:8][C:9]([NH:11][C@@H:12]([CH2:20][C:21]1[CH:26]=[CH:25][C:24]([C:27]2[N:32]=[CH:31][C:30](Br)=[CH:29][N:28]=2)=[CH:23][CH:22]=1)[C:13]([O:15][C:16]([CH3:19])([CH3:18])[CH3:17])=[O:14])=[O:10])[C:2]1[CH:7]=[CH:6][CH:5]=[CH:4][CH:3]=1.[C:34]([C:38]1[CH:43]=[CH:42][C:41](B(O)O)=[CH:40][CH:39]=1)([CH3:37])([CH3:36])[CH3:35].C(=O)(O)[O-].[Na+].N#N>C(#N)C.C1COCC1.O.CC(=O)OCC.C1C=CC(P(C2C=CC=CC=2)[C-]2C=CC=C2)=CC=1.C1C=CC(P(C2C=CC=CC=2)[C-]2C=CC=C2)=CC=1.Cl[Pd]Cl.[Fe+2]>[CH2:1]([O:8][C:9]([NH:11][C@@H:12]([CH2:20][C:21]1[CH:26]=[CH:25][C:24]([C:27]2[N:32]=[CH:31][C:30]([C:41]3[CH:42]=[CH:43][C:38]([C:34]([CH3:37])([CH3:36])[CH3:35])=[CH:39][CH:40]=3)=[CH:29][N:28]=2)=[CH:23][CH:22]=1)[C:13]([O:15][C:16]([CH3:19])([CH3:18])[CH3:17])=[O:14])=[O:10])[C:2]1[CH:7]=[CH:6][CH:5]=[CH:4][CH:3]=1 |f:2.3,9.10.11.12|. Yield: 70.0%. Procedure: Prepared using General Procedure 10: A stirred solution of (S)-tert-butyl 2-(((benzyloxy)carbonyl)amino)-3-(4-(5-bromopyrimidin-2-yl)phenyl)propanoate INT-7 (0.96 g, 1.86 mmol), (4-(tert-butyl)phenyl)boronic acid (0.43 g, 2.42 mmol) and sodium bicarbonate (0.39 g, 4.66 mmol) in acetonitrile (5 ml), THF (5 ml) and water (5 ml) was degassed with N2 for 5 min. Pd(dppf)Cl2 (0.136 g, 0.186 mmol) was added and the reaction was heated to 110° C. in the microwave for 45 min. The reaction was diluted wit... The reagents and catalysts are C1=CC=C(C=C1)P([C-]2C=CC=C2)C3=CC=CC=C3.C1=CC=C(C=C1)P([C-]2C=CC=C2)C3=CC=CC=C3.Cl[Pd]Cl.[Fe+2] (Pd(dppf)Cl2). Isolated yield 98.4%. Procedure details: A solution containing 3-[4-(6-Methoxy-3-methyl-2-thiophen-3-yl-naphthalen-1-yloxy)-phenyl]-acrylic acid ethyl ester (201) (0.27 g, 0.61 mmol), 1 N NaOH (5 mL), EtOH (4 mL), THF (4 mL) was heated at 60° C. for 2.5 h. Reaction mixture was cooled to room temperature and quenched with 20% HCl then extracted with EtOAc. The organic layer was washed with brine, dried over Na2SO4, filtered and concentrated. The crude material was purified with 1.5% to 3.5% MeOH in DCM over 30 min to give 0.25 g (99%) o... As a reaction SMILES: C([O:3][C:4](=[O:32])[CH:5]=[CH:6][C:7]1[CH:12]=[CH:11][C:10]([O:13][C:14]2[C:23]3[C:18](=[CH:19][C:20]([O:24][CH3:25])=[CH:21][CH:22]=3)[CH:17]=[C:16]([CH3:26])[C:15]=2[C:27]2[CH:31]=[CH:30][S:29][CH:28]=2)=[CH:9][CH:8]=1)C.[OH-].[Na+].CCO>C1COCC1>[CH3:25][O:24][C:20]1[CH:19]=[C:18]2[C:23](=[CH:22][CH:21]=1)[C:14]([O:13][C:10]1[CH:9]=[CH:8][C:7]([CH:6]=[CH:5][C:4]([OH:32])=[O:3])=[CH:12][CH:11]=1)=[C:15]([C:27]1[CH:31]=[CH:30][S:29][CH:28]=1)[C:16]([CH3:26])=[CH:17]2 |f:1.2|. The product is COC=1C=C2C=C(C(=C(C2=CC1)OC1=CC=C(C=C1)C=CC(=O)O)C1=CSC=C1)C (3-[4-(6-Methoxy-3-methyl-2-thiophen-3-yl-naphthalen-1-yloxy)-phenyl]-acrylic acid). Solvent: C1CCOC1 (THF). Reactants: C(C)OC(C=CC1=CC=C(C=C1)OC1=C(C(=CC2=CC(=CC=C12)OC)C)C1=CSC=C1)=O (3-[4-(6-Methoxy-3-methyl-2-thiophen-3-yl-naphthalen-1-yloxy)-phenyl]-acrylic acid ethyl ester), [OH-].[Na+] (NaOH), CCO (EtOH). Run at temperature 60 celsius.